This data is from the Open Reaction Database (ORD), a public repository of structured organic reaction records. The task is: describe an organic reaction: reactants, conditions, products, and yield The reactants are C(C)(=O)NC=1NC=C(N1)C1=CC=C(C=C1)N (2-acetamido-4-(4-amino-phenyl)-1H-imidazole), [H-].[Al+3].[Li+].[H-].[H-].[H-] (lithium aluminum hydride). Product: C(C)NC=1NC=C(N1)C1=CC=C(C=C1)N (2-Ethylamino-4-(4-amino-phenyl)-1H-imidazole). Reported procedure: A suspension of 2-acetamido-4-(4-amino-phenyl)-1H-imidazole (16 g) in anhydrous tetrahydrofuran (160 ml) was added dropwise to a stirred suspension of lithium aluminum hydride (12 g) in anhydrous tetrahydrofuran (240 ml). The mixture was heated at 60° C. for 4 hours. Solvent: O1CCCC1 (tetrahydrofuran), O1CCCC1 (tetrahydrofuran). As a reaction SMILES: [C:1]([NH:4][C:5]1[NH:6][CH:7]=[C:8]([C:10]2[CH:15]=[CH:14][C:13]([NH2:16])=[CH:12][CH:11]=2)[N:9]=1)(=O)[CH3:2].[H-].[Al+3].[Li+].[H-].[H-].[H-]>O1CCCC1>[CH2:1]([NH:4][C:5]1[NH:6][CH:7]=[C:8]([C:10]2[CH:15]=[CH:14][C:13]([NH2:16])=[CH:12][CH:11]=2)[N:9]=1)[CH3:2] |f:1.2.3.4.5.6|. Run at temperature 60 celsius. The reactants are C(C)OC(=O)C=1NC2=CC=C(C=C2C1)CC (5-ethyl-1H-indole-2-carboxylic acid ethyl ester), BrCC1=CC=CC2=CC=CC=C12 (1-bromomethyl-naphthalene). Yields the product C(C)C=1C=C2C=C(N(C2=CC1)CC1=CC=CC2=CC=CC=C12)C(=O)O (5-Ethyl-1-naphthalen-1-ylmethyl-1H-indole-2-carboxylic acid). As a reaction SMILES: C([O:3][C:4]([C:6]1[NH:7][C:8]2[C:13]([CH:14]=1)=[CH:12][C:11]([CH2:15][CH3:16])=[CH:10][CH:9]=2)=[O:5])C.Br[CH2:18][C:19]1[C:28]2[C:23](=[CH:24][CH:25]=[CH:26][CH:27]=2)[CH:22]=[CH:21][CH:20]=1>>[CH2:15]([C:11]1[CH:12]=[C:13]2[C:8](=[CH:9][CH:10]=1)[N:7]([CH2:18][C:19]1[C:28]3[C:23](=[CH:24][CH:25]=[CH:26][CH:27]=3)[CH:22]=[CH:21][CH:20]=1)[C:6]([C:4]([OH:3])=[O:5])=[CH:14]2)[CH3:16]. Reported procedure: Using general procedure B, 5-ethyl-1H-indole-2-carboxylic acid ethyl ester was coupled with 1-bromomethyl-naphthalene and the product obtained was hydrolyzed to give the title compound as a pale brown solid. MS: 328.3 ([M−H]−). The reactants are CON(Cc1ccccc1)C(=O)C=C1OC(C)(C)OC1=O, Cl, [Na+], C1CCOC1, [OH-]. Product: CON(Cc1ccccc1)C(=O)C=C(O)C(=O)O. RXN SMILES: [CH2:1]([c:2]1[cH:3][cH:4][cH:5][cH:6][cH:7]1)[N:8]([C:9]([CH:10]=[C:11]1[O:12][C:13]([CH3:17])([CH3:18])[O:14][C:15]1=[O:16])=[O:19])[O:20][CH3:21].[ClH:24].[Na+:23].[O:25]1[CH2:26][CH2:27][CH2:28][CH2:29]1.[OH-:22]>>[CH2:1]([c:2]1[cH:3][cH:4][cH:5][cH:6][cH:7]1)[N:8]([C:9]([CH:10]=[C:11]([OH:12])[C:15](=[O:14])[OH:16])=[O:19])[O:20][CH3:21]. Reactants: [BH4-], CO, CSc1ccc(C=O)cc1F, [Na+], O. Yields the product CSc1ccc(CO)cc1F. Reaction SMILES: [BH4-:12].[CH3:15][OH:16].[F:1][c:2]1[cH:3][c:4]([CH:5]=[O:6])[cH:7][cH:8][c:9]1[S:10][CH3:11].[Na+:13].[OH2:14]>>[F:1][c:2]1[cH:3][c:4]([CH2:5][OH:6])[cH:7][cH:8][c:9]1[S:10][CH3:11]. Solvent: CN(C=O)C (N,N-dimethylformamide), O (water). The product is ClC=1C=C(C=C(C1)Cl)C1(C=C(N(O1)C)C1=CC(=C(CN2C(C3=CC=CC=C3C2=O)=O)C=C1)C)C(F)(F)F (2-{4-[5-(3,5-Dichloro-phenyl)-2-methyl-5-trifluoromethyl-2,5-dihydro-isoxazol-3-yl]-2-methyl-benzyl}-isoindole-1,3-dione). Isolated yield 98.0%. RXN SMILES: Cl[CH2:2][C:3]1[CH:8]=[CH:7][C:6]([C:9]2[N:10]([CH3:26])[O:11][C:12]([C:18]3[CH:23]=[C:22]([Cl:24])[CH:21]=[C:20]([Cl:25])[CH:19]=3)([C:14]([F:17])([F:16])[F:15])[CH:13]=2)=[CH:5][C:4]=1[CH3:27].[C:28]1(=[O:38])[NH:32][C:31](=[O:33])[C:30]2=[CH:34][CH:35]=[CH:36][CH:37]=[C:29]12.[K].[I-].[Na+].CCCCCC>CN(C)C=O.O>[Cl:25][C:20]1[CH:19]=[C:18]([C:12]2([C:14]([F:15])([F:17])[F:16])[O:11][N:10]([CH3:26])[C:9]([C:6]3[CH:7]=[CH:8][C:3]([CH2:2][N:32]4[C:28](=[O:38])[C:29]5[C:30](=[CH:34][CH:35]=[CH:36][CH:37]=5)[C:31]4=[O:33])=[C:4]([CH3:27])[CH:5]=3)=[CH:13]2)[CH:23]=[C:22]([Cl:24])[CH:21]=1 |f:1.2,3.4,^1:38|. The reactants are ClCC1=C(C=C(C=C1)C=1N(OC(C1)(C(F)(F)F)C1=CC(=CC(=C1)Cl)Cl)C)C (3-(4-Chloromethyl-3-methyl-phenyl)-5-(3,5-dichloro-phenyl)-2-methyl-5-trifluoromethyl-2,5-dihydro-isoxazole), C1(C=2C(C(N1)=O)=CC=CC2)=O.[K] (potassium phthalimide), [I-].[Na+] (sodium iodide), CCCCCC (hexane). Reported procedure: 524 mg of 3-(4-Chloromethyl-3-methyl-phenyl)-5-(3,5-dichloro-phenyl)-2-methyl-5-trifluoromethyl-2,5-dihydro-isoxazole, 216 mg of potassium phthalimide and 10 mg sodium iodide in 7 ml N,N-dimethylformamide were stirred at ambient temperature overnight. The mixture was diluted with water (100 ml) and extracted with 200 ml of ether. The organic phase was washed with water and dried. Evaporation of the solvent afforded a foam. Trituration with hexane gave 2-{4-[5-(3,5-Dichloro-phenyl)-2-methyl-5-tri... Yields the product COC(=O)NC(C(=O)O)C1CCCOC1. RXN SMILES: [CH2:20]1[O:21][CH2:22][CH2:23][CH2:24]1.[CH3:1][O:2][C:3](=[O:4])[NH:5][CH:6]([C:7](=[O:8])[O:9][CH3:10])[CH:11]1[CH2:12][O:13][CH2:14][CH2:15][CH2:16]1.[ClH:19].[Li+:18].[OH-:17].[OH2:25]>>[CH3:1][O:2][C:3](=[O:4])[NH:5][CH:6]([C:7](=[O:8])[OH:9])[CH:11]1[CH2:12][O:13][CH2:14][CH2:15][CH2:16]1. Starting materials: C1CCOC1, COC(=O)NC(C(=O)OC)C1CCCOC1, Cl, [Li+], [OH-], O. The reactants are C(C)(C)(C)OC(CC(C(OCC)OCC)N)=O (3-amino-4,4-diethoxy-butyric acid tert-butyl ester), C(C)N1CCOCC1 (N-ethylmorpholine), CN(N1CC=CC=C1)C (N-dimethylaminopyridine), C(C1=CC=CC=C1)OC1=C(C=CC(=C1)[N+](=O)[O-])S(=O)(=O)Cl (2-benzyloxy-4-nitro-benzenesulfonyl chloride). The solvent is hexanes, ClCCl (dichloromethane). Conditions: temperature 0 celsius, time 18 hour. The product is C(C)(C)(C)OC(C[C@@H](C(OCC)OCC)NS(=O)(=O)C1=C(C=C(C=C1)[N+](=O)[O-])OCC1=CC=CC=C1)=O ((S)-3-(2-benzyloxy-4-nitro-benzenesulfonylamino)-4,4-diethoxy-butyric acid tert-butyl ester). The yield is 70.0%. As a reaction SMILES: [C:1]([O:5][C:6](=[O:17])[CH2:7][CH:8]([NH2:16])[CH:9]([O:13][CH2:14][CH3:15])[O:10][CH2:11][CH3:12])([CH3:4])([CH3:3])[CH3:2].C(N1CCOCC1)C.CN(C)N1C=CC=CC1.[CH2:35]([O:42][C:43]1[CH:48]=[C:47]([N+:49]([O-:51])=[O:50])[CH:46]=[CH:45][C:44]=1[S:52](Cl)(=[O:54])=[O:53])[C:36]1[CH:41]=[CH:40][CH:39]=[CH:38][CH:37]=1>ClCCl>[C:1]([O:5][C:6](=[O:17])[CH2:7][C@H:8]([NH:16][S:52]([C:44]1[CH:45]=[CH:46][C:47]([N+:49]([O-:51])=[O:50])=[CH:48][C:43]=1[O:42][CH2:35][C:36]1[CH:37]=[CH:38][CH:39]=[CH:40][CH:41]=1)(=[O:53])=[O:54])[CH:9]([O:13][CH2:14][CH3:15])[O:10][CH2:11][CH3:12])([CH3:2])([CH3:4])[CH3:3]. Reported procedure: A mixture of 7.69 g (31 mmol) 3-amino-4,4-diethoxy-butyric acid tert-butyl ester, 4.2 mL (33 mmol) N-ethylmorpholine, 0.37 g (3 mmol) N N-dimethylaminopyridine was stirred in 75 mL dichloromethane and cooled to 0° C. in an ice/water bath. 10.1 g (31 mmol) of % 2-benzyloxy-4-nitro-benzenesulfonyl chloride was added in one portion and the resulting mixture was stirred at room temperature 18 h. TLC analysis indicated complete reaction. The reaction mixture was transferred to a separatory funnel and... The reactants are Cc1nc(N)sc1CC(Cl)(Cl)Cl, Cc1c(Cl)cccc1S(=O)(=O)Cl, Cl, O. Product: Cc1nc(NS(=O)(=O)c2cccc(Cl)c2C)sc1CC(Cl)(Cl)Cl. As a reaction SMILES: [CH3:1][c:2]1[n:3][c:4]([NH2:12])[s:5][c:6]1[CH2:7][C:8]([Cl:9])([Cl:10])[Cl:11].[Cl:13][c:14]1[c:15]([CH3:24])[c:16]([S:20](=[O:21])(=[O:22])[Cl:23])[cH:17][cH:18][cH:19]1.[ClH:25].[OH2:26]>>[CH3:1][c:2]1[n:3][c:4]([NH:12][S:20]([c:16]2[c:15]([CH3:24])[c:14]([Cl:13])[cH:19][cH:18][cH:17]2)(=[O:21])=[O:22])[s:5][c:6]1[CH2:7][C:8]([Cl:9])([Cl:10])[Cl:11]. The reactants are C1(CC1)C(=CN1CCOCC1)C(CC)=O (2-Cyclopropyl-1-(morpholin-4-yl)pent-1-en-3-one), C(#N)CC(=O)N (cyanoacetamide), C(C)(=O)O.N1CCCCC1 (piperidine acetate). The solvent is C(C)O (ethanol). The product is C1(CC1)C=1C=C(C(NC1CC)=O)C#N (1,2-dihydro-5-cyclopropyl-6-ethyl-2-oxo-3-cyanopyridine). The yield is 81.8%. As a reaction SMILES: [CH:1]1([C:4]([C:12](=O)[CH2:13][CH3:14])=[CH:5]N2CCOCC2)[CH2:3][CH2:2]1.[C:16]([CH2:18][C:19]([NH2:21])=[O:20])#[N:17].C(O)(=O)C.N1CCCCC1>C(O)C>[CH:1]1([C:4]2[CH:5]=[C:18]([C:16]#[N:17])[C:19](=[O:20])[NH:21][C:12]=2[CH2:13][CH3:14])[CH2:3][CH2:2]1 |f:2.3|. Procedure details: A sample of 2-Cyclopropyl-1-(morpholin-4-yl)pent-1-en-3-one (2A, 2.09 g, 10 mmol), cyanoacetamide (0.92 g, 11 mmol) and piperidine acetate (4 mL) were dissolved in ethanol (30 mL) under nitrogen. The reaction mixture was heated at reflux for 24 hours. The reaction mixture was cooled and concentrated, then diluted with methylene chloride. The solution was washed with brine and dried (MgSO4), filtered and concentrated. The crude solid was chromatographed (silica, 5% methanol/methylene chloride) to...